From a dataset of the Open Reaction Database (ORD), a public repository of structured organic reaction records. describe an organic reaction: reactants, conditions, products, and yield The reactants are Cl.S1C=C(C=C1)CC(OCC)=N (O-ethyl 3-thiopheneethanimidate hydrochloride), COC(CN)OC (2,2-dimethoxyethanamine). The solvent is COCCOC (1,2-dimethoxyethane). Run at temperature 15 celsius. Yields the product Cl.COC(CNC(CC1=CSC=C1)=N)OC (N-(2,2-dimethoxyethyl)-3-thiopheneethanimidamide monohydrochloride). As a reaction SMILES: [ClH:1].[S:2]1[CH:6]=[CH:5][C:4]([CH2:7][C:8](=[NH:12])OCC)=[CH:3]1.[CH3:13][O:14][CH:15]([O:18][CH3:19])[CH2:16][NH2:17]>COCCOC>[ClH:1].[CH3:13][O:14][CH:15]([O:18][CH3:19])[CH2:16][NH:17][C:8](=[NH:12])[CH2:7][C:4]1[CH:5]=[CH:6][S:2][CH:3]=1 |f:0.1,4.5|. Reported procedure: A mixture of O-ethyl 3-thiopheneethanimidate hydrochloride (0.14 mol) in 1,2-dimethoxyethane (150 ml) was stirred at 15° C. 2,2-dimethoxyethanamine (0.14 mol) was added portionwise and the mixture was stirred overnight. The mixture was evaporated, yielding N-(2,2-dimethoxyethyl)-3-thiopheneethanimidamide monohydrochloride (interm. 13).